From a dataset of the Open Reaction Database (ORD), a public repository of structured organic reaction records. describe an organic reaction: reactants, conditions, products, and yield Reactants: BrC(Br)(Br)Br, ClCCl, CCNC(=O)c1nc(-c2cccc(CO)c2)cnc1N, c1ccc(P(c2ccccc2)c2ccccc2)cc1. Yields the product CCNC(=O)c1nc(-c2cccc(CBr)c2)cnc1N. RXN SMILES: [C:21]([Br:22])([Br:23])([Br:24])[Br:25].[Cl:45][CH2:46][Cl:47].[NH2:1][c:2]1[c:3]([C:16](=[O:17])[NH:18][CH2:19][CH3:20])[n:4][c:5](-[c:8]2[cH:9][c:10]([CH2:14][OH:15])[cH:11][cH:12][cH:13]2)[cH:6][n:7]1.[c:26]1([P:27]([c:28]2[cH:29][cH:30][cH:31][cH:32][cH:33]2)[c:34]2[cH:35][cH:36][cH:37][cH:38][cH:39]2)[cH:40][cH:41][cH:42][cH:43][cH:44]1>>[NH2:1][c:2]1[c:3]([C:16](=[O:17])[NH:18][CH2:19][CH3:20])[n:4][c:5](-[c:8]2[cH:9][c:10]([CH2:14][Br:22])[cH:11][cH:12][cH:13]2)[cH:6][n:7]1.